Task: describe an organic reaction: reactants, conditions, products, and yield. Dataset: the Open Reaction Database (ORD), a public repository of structured organic reaction records Reactants: ClCCl, FC(F)(F)CC1(C(F)(F)F)Oc2ccccc2O1, O=[N+]([O-])O, O=S(=O)(O)O. The product is O=[N+]([O-])c1ccc2c(c1)OC(CC(F)(F)F)(C(F)(F)F)O2. Reaction SMILES: [CH2:28]([Cl:29])[Cl:30].[F:1][C:2]([CH2:3][C:4]1([C:13]([F:14])([F:15])[F:16])[O:5][c:6]2[c:7]([cH:9][cH:10][cH:11][cH:12]2)[O:8]1)([F:17])[F:18].[OH:19][N+:20]([O-:21])=[O:22].[S:23](=[O:24])(=[O:25])([OH:26])[OH:27]>>[F:1][C:2]([CH2:3][C:4]1([C:13]([F:14])([F:15])[F:16])[O:5][c:6]2[c:7]([cH:9][cH:10][c:11]([N+:20](=[O:19])[O-:21])[cH:12]2)[O:8]1)([F:17])[F:18]. Starting materials: N(N)C(=O)C=1C=C(C=CC1)S(=O)(=O)N(C)C (3-(Hydrazinecarbonyl)-N,N-dimethylbenzenesulfonamide), ClC=1C=CC(=C(C1)C(C)=O)O (1-(5-chloro-2-hydroxyphenyl)ethanone). Run in CO (methanol), C(C)(=O)O (acetic acid). Run at temperature 120 celsius. The product is ClC=1C=CC(=C(C1)\C(\C)=N\NC(=O)C=1C=C(C=CC1)S(=O)(=O)N(C)C)O ((E)-3-(2-(1-(5-chloro-2-hydroxyphenyl)ethylidene)hydrazinecarbonyl)-N,N-dimethylbenzenesulfon-amide). Isolated yield 18.4%. Reaction SMILES: [NH:1]([C:3]([C:5]1[CH:6]=[C:7]([S:11]([N:14]([CH3:16])[CH3:15])(=[O:13])=[O:12])[CH:8]=[CH:9][CH:10]=1)=[O:4])[NH2:2].[Cl:17][C:18]1[CH:19]=[CH:20][C:21]([OH:27])=[C:22]([C:24](=O)[CH3:25])[CH:23]=1>CO.C(O)(=O)C>[Cl:17][C:18]1[CH:19]=[CH:20][C:21]([OH:27])=[C:22](/[C:24](=[N:2]/[NH:1][C:3]([C:5]2[CH:6]=[C:7]([S:11]([N:14]([CH3:16])[CH3:15])(=[O:13])=[O:12])[CH:8]=[CH:9][CH:10]=2)=[O:4])/[CH3:25])[CH:23]=1. Reported procedure: 3-(Hydrazinecarbonyl)-N,N-dimethylbenzenesulfonamide (50 mg, 0.206 mmol) and 1-(5-chloro-2-hydroxyphenyl)ethanone (35.1 mg, 0.206 mmol) were dissolved in methanol (4 mL) in the presence of acetic acid as a catalyst, and the reaction mixture was heated via microwave irradiation to 120° C. for 30 min. The reaction was monitored by TLC. Upon completion of the reaction and following cooling, the solvent was removed by vacuum, and the resulting crude material was purified by flash column chromatograp... The reactants are C(C)OC(=O)CN1C(=O)C2C3C=C(C(C2C1=O)C3=C(C3=CC=CC=C3)C3=NC=CC=C3)C(C3=CC=CC=C3)(C3=NC=CC=C3)O (N-Ethoxycarbonylmethyl-5-(α-hydroxy-α-2-pyridylbenzyl)-7-(α-2-pyridylbenzylidene)-5-norbornene-2,3-dicarboximide), C([O-])([O-])=O.[K+].[K+] (potassium carbonate), ClCC(=O)OCCCCCCCC (octyl chloroacetate). Run in CN(C=O)C (dimethylformamide), CN(C=O)C (dimethylformamide). Run at time 2 hour. Product: OC(C1=CC=CC=C1)(C1=NC=CC=C1)C=1C2C3C(C(C1)C2=C(C2=CC=CC=C2)C2=NC=CC=C2)C(=O)N(C3=O)CC(=O)OCCCCCCCC (5-(α-Hydroxy-α-2-pyridylbenzyl)-N-octyloxycarbonylmethyl-7-(α-2-pyridylbenzylidene)-5-norbornene-2,3-dicarboximide). Yield: 71.0%. As a reaction SMILES: [CH2:1]([O:3][C:4]([CH2:6][N:7]1[C:16](=[O:17])[CH:15]2[CH:10]([CH:11]3[C:18](=[C:19]([C:26]4[CH:31]=[CH:30][CH:29]=[CH:28][N:27]=4)[C:20]4[CH:25]=[CH:24][CH:23]=[CH:22][CH:21]=4)[CH:14]2[C:13]([C:32]([OH:45])([C:39]2[CH:44]=[CH:43][CH:42]=[CH:41][N:40]=2)[C:33]2[CH:38]=[CH:37][CH:36]=[CH:35][CH:34]=2)=[CH:12]3)[C:8]1=[O:9])=[O:5])[CH3:2].C(=O)([O-])[O-].[K+].[K+].ClCC(O[CH2:57][CH2:58][CH2:59][CH2:60][CH2:61][CH2:62]CC)=O>CN(C)C=O>[OH:45][C:32]([C:13]1[CH:14]2[C:18](=[C:19]([C:26]3[CH:31]=[CH:30][CH:29]=[CH:28][N:27]=3)[C:20]3[CH:25]=[CH:24][CH:23]=[CH:22][CH:21]=3)[CH:11]([CH:12]=1)[CH:10]1[C:8]([N:7]([CH2:6][C:4]([O:3][CH2:1][CH2:2][CH2:57][CH2:58][CH2:59][CH2:60][CH2:61][CH3:62])=[O:5])[C:16](=[O:17])[CH:15]21)=[O:9])([C:39]1[CH:44]=[CH:43][CH:42]=[CH:41][N:40]=1)[C:33]1[CH:34]=[CH:35][CH:36]=[CH:37][CH:38]=1 |f:1.2.3|. Reported procedure: A similar procedure (Hursthouse, M. B.; Khan, A.; Marson, C. M.; Porter, R. A. Tetrahedron Lett. 1995, 36, 33, 5979-5982) to that described for the preparation of 207 was followed using NRB (0.37 g, 0.7 mmol) and potassium carbonate (0.25 g, 1.8 mmol) in dimethylformamide (5 mL), and octyl chloroacetate (0.32 g, 1.5 mmol) in dimethylformamide (2 mL), and the mixture stirred at room temperature for 2 h. Purification by flash chromatography (hexane/ethyl acetate 2:1) afforded 369 as a white solid ... Starting materials: C(C)OC(=O)CN1C(=CC2=CC=CC=C12)C(=O)Cl (1-ethoxycarbonylmethylindole-2-carbonyl chloride), BrC1=NN=C2N1C1=C(C(=NC2)C2=C(C=CC=C2)Cl)C=C(S1)CC (9-Bromo-4-(2-chlorophenyl)-2-ethyl-6H-thieno[3,2-f] [1,2,4]triazolo[4,3-a] [1,4]diazepine), S(O)(O)(=O)=O (sulfuric acid), C(O)([O-])=O.[Na+] (Sodium hydrogencarbonate). Run in C(Cl)(Cl)Cl (Chloroform). Reaction conditions: temperature 80 celsius, time 8 hour. Yields the product BrC1=NN=C(N1C=1SC(=CC1C(C1=C(C=CC=C1)Cl)=O)CC)CNC(=O)C=1N(C2=CC=CC=C2C1)CC(=O)OCC (ethyl 2-(3-bromo-4-(3-(2-chlorobenzoyl)-5-ethylthiophen-2-yl) [1,2,4]triazol-5-ylmethylcarbamoyl)indole-1-acetate). Reaction SMILES: [Br:1][C:2]1[N:6]2[C:7]3[S:21][C:20]([CH2:22][CH3:23])=[CH:19][C:8]=3[C:9]([C:12]3[CH:17]=[CH:16][CH:15]=[CH:14][C:13]=3[Cl:18])=[N:10][CH2:11][C:5]2=[N:4][N:3]=1.S(=O)(=O)(O)O.C(=O)([O-])[OH:30].[Na+].[CH2:34]([O:36][C:37]([CH2:39][N:40]1[C:48]2[C:43](=[CH:44][CH:45]=[CH:46][CH:47]=2)[CH:42]=[C:41]1[C:49](Cl)=[O:50])=[O:38])[CH3:35]>C(Cl)(Cl)Cl>[Br:1][C:2]1[N:6]([C:7]2[S:21][C:20]([CH2:22][CH3:23])=[CH:19][C:8]=2[C:9](=[O:30])[C:12]2[CH:17]=[CH:16][CH:15]=[CH:14][C:13]=2[Cl:18])[C:5]([CH2:11][NH:10][C:49]([C:41]2[N:40]([CH2:39][C:37]([O:36][CH2:34][CH3:35])=[O:38])[C:48]3[C:43]([CH:42]=2)=[CH:44][CH:45]=[CH:46][CH:47]=3)=[O:50])=[N:4][N:3]=1 |f:2.3|. Procedure details: 9-Bromo-4-(2-chlorophenyl)-2-ethyl-6H-thieno[3,2-f] [1,2,4]triazolo[4,3-a] [1,4]diazepine is added to 2M sulfuric acid, and the mixture is stirred at 80° C. overnight. Sodium hydrogencarbonate is added to the reaction mixture to make the mixture alkaline. Chloroform and 1-ethoxycarbonylmethylindole-2-carbonyl chloride are added, and the mixture is stirred at room temperature for 2 hours to give ethyl 2-(3-bromo-4-(3-(2-chlorobenzoyl)-5-ethylthiophen-2-yl) [1,2,4]triazol-5-ylmethylcarbamoyl)indol... Reported procedure: Boron tribromide (11.0 ml, 1.0M solution in dichloromethane) was added dropwise to a stirred solution of 3-hydroxytetrahydrofuran-2-one (1.0 g) and 3-trifluoromethylphenylaniline (1.58 g) in 1,2-dichloroethane (20 ml). The mixture was stirred overnight at room temperature, poured on to water and extracted with dichloromethane. The extracts were washed with hydrochloric acid (2M) and brine, dried over magnesium sulphate, and evaporated under reduced pressure. The residue was chromatographed on si... Solvent: ClCCCl (1,2-dichloroethane). Conditions: time 8 hour. As a reaction SMILES: B(Br)(Br)[Br:2].[OH:5][CH:6]1[CH2:10][CH2:9][O:8][C:7]1=O.[F:12][C:13]([F:28])([F:27])[C:14]1[CH:15]=[C:16]([NH:20]C2C=CC=CC=2)[CH:17]=[CH:18][CH:19]=1.O>ClCCCl>[Br:2][CH2:9][CH2:10][CH:6]([OH:5])[C:7]([NH:20][C:16]1[CH:17]=[CH:18][CH:19]=[C:14]([C:13]([F:28])([F:27])[F:12])[CH:15]=1)=[O:8]. Yields the product BrCCC(C(=O)NC1=CC(=CC=C1)C(F)(F)F)O (4-bromo-2-hydroxy-N(3-trifluoromethylphenyl)butanamide). Reactants: O (water), B(Br)(Br)Br (Boron tribromide), OC1C(OCC1)=O (3-hydroxytetrahydrofuran-2-one), FC(C=1C=C(C=CC1)NC1=CC=CC=C1)(F)F (3-trifluoromethylphenylaniline). The reactants are CCOC(=O)C(F)Oc1ccc(CC(NS(=O)(=O)c2ccccc2)C(=O)NCCCCc2ccccc2)cc1N(C)C(=O)OCc1ccccc1, CCO, [K+], [OH-]. Product: CN(C(=O)OCc1ccccc1)c1cc(CC(NS(=O)(=O)c2ccccc2)C(=O)NCCCCc2ccccc2)ccc1OC(F)C(=O)O. Reaction SMILES: [CH2:1]([CH3:2])[O:3][C:4]([CH:5]([F:6])[O:7][c:8]1[c:9]([N:39]([CH3:40])[C:41](=[O:42])[O:43][CH2:44][c:45]2[cH:46][cH:47][cH:48][cH:49][cH:50]2)[cH:10][c:11]([CH2:14][CH:15]([C:16]([NH:17][CH2:18][CH2:19][CH2:20][CH2:21][c:22]2[cH:23][cH:24][cH:25][cH:26][cH:27]2)=[O:28])[NH:29][S:30](=[O:31])(=[O:32])[c:33]2[cH:34][cH:35][cH:36][cH:37][cH:38]2)[cH:12][cH:13]1)=[O:51].[CH3:54][CH2:55][OH:56].[K+:53].[OH-:52]>>[O:3]=[C:4]([CH:5]([F:6])[O:7][c:8]1[c:9]([N:39]([CH3:40])[C:41](=[O:42])[O:43][CH2:44][c:45]2[cH:46][cH:47][cH:48][cH:49][cH:50]2)[cH:10][c:11]([CH2:14][CH:15]([C:16]([NH:17][CH2:18][CH2:19][CH2:20][CH2:21][c:22]2[cH:23][cH:24][cH:25][cH:26][cH:27]2)=[O:28])[NH:29][S:30](=[O:31])(=[O:32])[c:33]2[cH:34][cH:35][cH:36][cH:37][cH:38]2)[cH:12][cH:13]1)[OH:51]. The reactants are C(C)(=O)N(C(=O)OCOC(CC)=O)C[C@H]1CN(C(O1)=O)C1=CC(=C(C=C1)C1CCS(CC1)(=O)=O)F ((R)-propionic acid (acetyl-{3-[4-(1,1-dioxo-hexahydro-1λ6-thiopyran-4-yl)-3-fluoro-phenyl]-2-oxo-oxazolidin-5-ylmethyl}-carbamoyloxy)-methyl ester), C(OCOC(CCC)=O)(=O)Cl (butyroyloxymethyl carbonochloridate). Solvent: ClCCl (dichloromethane). The product is O=S1(CCC(CC1)C1=C(C=C(C=C1)N1C(O[C@H](C1)CNC(=O)OCOC(CCC)=O)=O)F)=O ((S)-butyric acid 3-[4-(1,1-dioxo-hexahydro-1λ6-thiopyran-4-yl)-3-fluoro-phenyl]-2-oxo-oxazolidin-5-ylmethylcarbamoyloxymethyl ester). Yield: 73.0%. As a reaction SMILES: C([N:4]([CH2:14][C@@H:15]1[O:19][C:18](=[O:20])[N:17]([C:21]2[CH:26]=[CH:25][C:24]([CH:27]3[CH2:32][CH2:31][S:30](=[O:34])(=[O:33])[CH2:29][CH2:28]3)=[C:23]([F:35])[CH:22]=2)[CH2:16]1)[C:5]([O:7][CH2:8][O:9][C:10](=[O:13])[CH2:11]C)=[O:6])(=O)C.C(Cl)(=O)OCO[C:40](=O)[CH2:41]CC>ClCCl>[O:33]=[S:30]1(=[O:34])[CH2:29][CH2:28][CH:27]([C:24]2[CH:25]=[CH:26][C:21]([N:17]3[CH2:16][C@H:15]([CH2:14][NH:4][C:5]([O:7][CH2:8][O:9][C:10](=[O:13])[CH2:11][CH2:40][CH3:41])=[O:6])[O:19][C:18]3=[O:20])=[CH:22][C:23]=2[F:35])[CH2:32][CH2:31]1. Reported procedure: Following general procedure C, (S)-5-aminomethyl-3-[4-(1,1-dioxo-hexahydro-1λ6-thiopyran-4-yl)-3-fluoro-phenyl]-oxazolidin-2-one (2) (492.7 mg, 1.44 mmol) in dichloromethane (13 mL) and butyroyloxymethyl carbonochloridate (7e) gave the titled product in 73% yield (512.1 mg, 1.05 mmol). 1H NMR (400 MHz, CDCl3): δ 7.48 (dd, 1H), 7.23 (t, 1H), 7.16 (dd, 1H), 5.73 (q, 2H), 5.29 (t, 1H), 4.80 (sept, 1H), 4.05 (t, 1H), 3.79 (dd, 1H), 3.67 (ddd, 1H), 3.56 (dt, 1H), 3.13-3.19 (m, 4H), 3.09 (dt, 1H), 2.3...